This data is from the Open Reaction Database (ORD), a public repository of structured organic reaction records. The task is: describe an organic reaction: reactants, conditions, products, and yield Reactants: FC1=CC=C2CCN(C2=C1)C1CCN(CC1)C=1N=NC(=CC1)C=1C=NN(C1)C (6-fluoro-1-(1-(6-(1-methyl-1H-pyrazol-4-yl)pyridazin-3-yl)piperidin-4-yl)indoline), C(#N)C1=C(C(=O)C(=C(C1=O)Cl)Cl)C#N (DDQ), CCOC(=O)C (EtOAc). Solvent: C1CCOC1 (THF). Run at time 30 minute. Yields the product FC1=CC=C2C=CN(C2=C1)C1CCN(CC1)C=1N=NC(=CC1)C=1C=NN(C1)C (6-fluoro-1-(1-(6-(1-methyl-1H-pyrazol-4-yl)pyridazin-3-yl)piperidin-4-yl)-1H-indole). RXN SMILES: [F:1][C:2]1[CH:10]=[C:9]2[C:5]([CH2:6][CH2:7][N:8]2[CH:11]2[CH2:16][CH2:15][N:14]([C:17]3[N:18]=[N:19][C:20]([C:23]4[CH:24]=[N:25][N:26]([CH3:28])[CH:27]=4)=[CH:21][CH:22]=3)[CH2:13][CH2:12]2)=[CH:4][CH:3]=1.C(C1C(=O)C(Cl)=C(Cl)C(=O)C=1C#N)#N.CCOC(C)=O>C1COCC1>[F:1][C:2]1[CH:10]=[C:9]2[C:5]([CH:6]=[CH:7][N:8]2[CH:11]2[CH2:16][CH2:15][N:14]([C:17]3[N:18]=[N:19][C:20]([C:23]4[CH:24]=[N:25][N:26]([CH3:28])[CH:27]=4)=[CH:21][CH:22]=3)[CH2:13][CH2:12]2)=[CH:4][CH:3]=1. Procedure: To a solution of 6-fluoro-1-(1-(6-(1-methyl-1H-pyrazol-4-yl)pyridazin-3-yl)piperidin-4-yl)indoline (75 mg, 0.2 mmol) in THF (3 mL) was added DDQ (54 mg, 0.24 mmol). The resulting mixture was stirred at room temperature for 30 min and was poured into EtOAc (30 mL). The organic layer washed with Na2CO3(aq) (30 mL), H2O (30 mL), dried (Na2SO4), and filtered. The solvent was removed and the resulting residue purified by column using 80-90-100% EtOAc/(CH2Cl2/hexane=1/1) as the eluent to yield 6-fluor...